This data is from the Open Reaction Database (ORD), a public repository of structured organic reaction records. The task is: describe an organic reaction: reactants, conditions, products, and yield The reactants are BrC1=CC=C(C=C1)C=1C=NC=2N(N1)C(=NN2)C2(CC2)C=2C=C1C=CC=NC1=CC2 (6-{1-[6-(4-Bromophenyl) [1,2,4]triazolo[4,3-b][1,2,4]triazin-3-yl]cyclopropyl}quinoline), N1N=CC=C1 (1H-pyrazole), P(=O)([O-])([O-])[O-].[K+].[K+].[K+] (potassium phosphate), CNC1C(CCCC1)NC (N,N′-dimethylcyclohexane-1,2-diamine). Reagents/catalysts: [Cu]I (copper(I) iodide). Solvent: CO (methanol), O1CCOCC1 (1,4-dioxane). Conditions: temperature 150 celsius. Product: N1(N=CC=C1)C1=CC=C(C=C1)C=1C=NC=2N(N1)C(=NN2)C2(CC2)C=2C=C1C=CC=NC1=CC2 (6-(1-{6-[4-(1H-pyrazol-1-yl)phenyl][1,2,4]triazolo[4,3-b][1,2,4]triazin-3-yl}cyclopropyl)quinoline). RXN SMILES: Br[C:2]1[CH:7]=[CH:6][C:5]([C:8]2[CH:9]=[N:10][C:11]3[N:12]([C:14]([C:17]4([C:20]5[CH:21]=[C:22]6[C:27](=[CH:28][CH:29]=5)[N:26]=[CH:25][CH:24]=[CH:23]6)[CH2:19][CH2:18]4)=[N:15][N:16]=3)[N:13]=2)=[CH:4][CH:3]=1.[NH:30]1[CH:34]=[CH:33][CH:32]=[N:31]1.P([O-])([O-])([O-])=O.[K+].[K+].[K+].CNC1CCCCC1NC>O1CCOCC1.CO.[Cu]I>[N:30]1([C:2]2[CH:7]=[CH:6][C:5]([C:8]3[CH:9]=[N:10][C:11]4[N:12]([C:14]([C:17]5([C:20]6[CH:21]=[C:22]7[C:27](=[CH:28][CH:29]=6)[N:26]=[CH:25][CH:24]=[CH:23]7)[CH2:19][CH2:18]5)=[N:15][N:16]=4)[N:13]=3)=[CH:4][CH:3]=2)[CH:34]=[CH:33][CH:32]=[N:31]1 |f:2.3.4.5|. Procedure details: A mixture of 6-{1-[6-(4-bromophenyl)[1,2,4]triazolo[4,3-b][1,2,4]triazin-3-yl]cyclopropyl}quinoline (20 mg, 0.04 mmol, Example 41), 1H-pyrazole (4.6 mg, 0.068 mmol), potassium phosphate (20 mg, 0.095 mmol), N,N′-dimethylcyclohexane-1,2-diamine (1.4 μL), and copper(I) iodide (1.7 mg) in 1,4-dioxane (500 μL) was heated at 150° C. for 2 h. After cooling, the mixture was diluted with methanol and filtered. The filtrate was purified by RP-HPLC (pH=10) to afford the desired product. Analytical LCMS: (... The reactants are [BH4-], CO, O=C(c1ccc([N+](=O)[O-])c([N+](=O)[O-])c1)N1CCOCC1, [Na+], C1CCOC1. Product: O=[N+]([O-])c1ccc(CN2CCOCC2)cc1[N+](=O)[O-]. RXN SMILES: [BH4-:26].[CH3:28][OH:29].[N+:1](=[O:2])([O-:3])[c:4]1[cH:5][c:6]([C:13](=[O:14])[N:15]2[CH2:16][CH2:17][O:18][CH2:19][CH2:20]2)[cH:7][cH:8][c:9]1[N+:10](=[O:11])[O-:12].[Na+:27].[O:21]1[CH2:22][CH2:23][CH2:24][CH2:25]1>>[N+:1](=[O:2])([O-:3])[c:4]1[cH:5][c:6]([CH2:13][N:15]2[CH2:16][CH2:17][O:18][CH2:19][CH2:20]2)[cH:7][cH:8][c:9]1[N+:10](=[O:11])[O-:12]. Starting materials: C(C1=CC=CC=C1)C1C(CC2=CC=C(C=C12)OCCNS(=O)(=O)C=1N=CN(C1)C)NC(OCC)=O (ethyl 1-benzyl-6-(2-(1-methyl-1H-imidazole-4-sulfonamido)ethoxy)-2,3-dihydro-1H-inden-2-ylcarbamate), [OH-].[K+] (potassium hydroxide), C(C)O (ethanol). Product: NC1CC2=CC=C(C=C2C1CC1=CC=CC=C1)OCCNS(=O)(=O)C=1N=CN(C1)C (N-(2-(2-amino-3-benzyl-2,3-dihydro-1H-inden-5-yloxy)ethyl)-1-methyl-1H-imidazole-4-sulfonamide). RXN SMILES: [CH2:1]([CH:8]1[C:16]2[C:11](=[CH:12][CH:13]=[C:14]([O:17][CH2:18][CH2:19][NH:20][S:21]([C:24]3[N:25]=[CH:26][N:27]([CH3:29])[CH:28]=3)(=[O:23])=[O:22])[CH:15]=2)[CH2:10][CH:9]1[NH:30]C(=O)OCC)[C:2]1[CH:7]=[CH:6][CH:5]=[CH:4][CH:3]=1.[OH-].[K+].C(O)C>>[NH2:30][CH:9]1[CH:8]([CH2:1][C:2]2[CH:3]=[CH:4][CH:5]=[CH:6][CH:7]=2)[C:16]2[C:11](=[CH:12][CH:13]=[C:14]([O:17][CH2:18][CH2:19][NH:20][S:21]([C:24]3[N:25]=[CH:26][N:27]([CH3:29])[CH:28]=3)(=[O:23])=[O:22])[CH:15]=2)[CH2:10]1 |f:1.2|. Procedure: To ethyl 1-benzyl-6-(2-(1-methyl-1H-imidazole-4-sulfonamido)ethoxy)-2,3-dihydro-1H-inden-2-ylcarbamate (192 mg, 0.385 mmol) was added 2N potassium hydroxide in ethanol (10 mL, 20.00 mmol) and microwave at 100° C. for 1 h. Washed with 50% brine and extracted with dichloromethane. The combined org. layers were washed with brine, dried, filtered and evaporated to obtain the desired N-(2-(2-amino-3-benzyl-2,3-dihydro-1H-inden-5-yloxy)ethyl)-1-methyl-1H-imidazole-4-sulfonamide as an orange grease. m=... Starting materials: CCO, OC(c1ccccc1)(c1ccccc1)C1CCN(Cc2ccccc2)CC1. Yields the product OC(c1ccccc1)(c1ccccc1)C1CCNCC1. As a reaction SMILES: [CH3:28][CH2:29][OH:30].[c:1]1([C:7]([OH:8])([CH:9]2[CH2:10][CH2:11][N:12]([CH2:15][c:16]3[cH:17][cH:18][cH:19][cH:20][cH:21]3)[CH2:13][CH2:14]2)[c:22]2[cH:23][cH:24][cH:25][cH:26][cH:27]2)[cH:2][cH:3][cH:4][cH:5][cH:6]1>>[c:1]1([C:7]([OH:8])([CH:9]2[CH2:10][CH2:11][NH:12][CH2:13][CH2:14]2)[c:22]2[cH:23][cH:24][cH:25][cH:26][cH:27]2)[cH:2][cH:3][cH:4][cH:5][cH:6]1. The reactants are C1COCCO1, CC#N, N#CCC1(n2cc(-c3ccnc(Cl)n3)cn2)CCN(S(=O)(=O)C2CC2)CC1, O, Cc1ccc(S(=O)(=O)O)cc1, Nc1ccc(-n2cccn2)cc1. The product is N#CCC1(n2cc(-c3ccnc(Nc4ccc(-n5cccn5)cc4)n3)cn2)CCN(S(=O)(=O)C2CC2)CC1. As a reaction SMILES: [CH2:51]1[O:52][CH2:53][CH2:54][O:55][CH2:56]1.[CH3:57][C:58]#[N:59].[Cl:1][c:2]1[n:3][cH:4][cH:5][c:6](-[c:8]2[cH:9][n:10][n:11]([C:13]3([CH2:25][C:26]#[N:27])[CH2:14][CH2:15][N:16]([S:19](=[O:20])(=[O:21])[CH:22]4[CH2:23][CH2:24]4)[CH2:17][CH2:18]3)[cH:12]2)[n:7]1.[OH2:60].[c:40]1([CH3:41])[cH:42][cH:43][c:44]([S:45]([OH:46])(=[O:47])=[O:48])[cH:49][cH:50]1.[n:28]1(-[c:33]2[cH:34][cH:35][c:36]([NH2:37])[cH:38][cH:39]2)[n:29][cH:30][cH:31][cH:32]1>>[c:2]1([NH:37][c:36]2[cH:35][cH:34][c:33](-[n:28]3[n:29][cH:30][cH:31][cH:32]3)[cH:39][cH:38]2)[n:3][cH:4][cH:5][c:6](-[c:8]2[cH:9][n:10][n:11]([C:13]3([CH2:25][C:26]#[N:27])[CH2:14][CH2:15][N:16]([S:19](=[O:20])(=[O:21])[CH:22]4[CH2:23][CH2:24]4)[CH2:17][CH2:18]3)[cH:12]2)[n:7]1. Starting materials: C(C)[C@]12[C@H](CC[C@H]2C2=C(CC1)C=1C=CC(=CC1CC2)OC)O (13β-ethyl-3-methoxy-gona-1,3,5(10),8-tetraen-17β-ol), [Cl-].[NH4+] (ammonium chloride), N (ammonia), [Li] (lithium). Solvent: NC1=CC=CC=C1 (aniline), O1CCCC1 (tetrahydrofuran). Run at time 2 hour. The product is C(C)[C@]12[C@H](CC[C@H]2[C@H]2[C@H](CC1)C=1C=CC(=CC1CC2)OC)O (13β-ethyl-3-methoxy-gona-1,3,5(10)-trien-17β-ol). The yield is 82.8%. As a reaction SMILES: [CH2:1]([C@:3]12[CH2:11][CH2:10][C:9]3[C:12]4[CH:13]=[CH:14][C:15]([O:20][CH3:21])=[CH:16][C:17]=4[CH2:18][CH2:19][C:8]=3[C@@H:7]1[CH2:6][CH2:5][C@@H:4]2[OH:22])[CH3:2].N.[Li].[Cl-].[NH4+]>NC1C=CC=CC=1.O1CCCC1>[CH2:1]([C@:3]12[CH2:11][CH2:10][C@@H:9]3[C:12]4[CH:13]=[CH:14][C:15]([O:20][CH3:21])=[CH:16][C:17]=4[CH2:18][CH2:19][C@H:8]3[C@@H:7]1[CH2:6][CH2:5][C@@H:4]2[OH:22])[CH3:2] |f:3.4,^1:23|. Procedure details: To 13β-ethyl-3-methoxy-gona-1,3,5(10),8-tetraen-17β-ol (16.8 g.) dissolved in a mixture of aniline (150 cc.) and tetrahydrofuran (50 cc.) add liquid ammonia (400 cc.). Add lithium metal (6.0 g.) gradually in small pieces during 10 minutes, and stir the blue suspension obtained. After 2 hours, add ammonium chloride (50 g.) to the reaction mixture until a clear solution is obtained; then add water (600 cc.) and ether-extract the mixture. Evaporated the washed and dried extracts to obtain as residu...